This data is from the Open Reaction Database (ORD), a public repository of structured organic reaction records. The task is: describe an organic reaction: reactants, conditions, products, and yield Reactants: O=C[C@H](O)[C@@H](O)[C@H](O)[C@H](O)CO (glucose), --CH2CH(OH)CH2NH--(CH2)6 --NHCH2CH(OH)CH2 -, 326, O=C[C@H](O)[C@@H](O)[C@H](O)[C@H](O)CO (glucose), O (water), gallotannin, O (water), cellulose, O (water). Solvent: [Cl-].[Na+] (sodium chloride). Reaction conditions: temperature 25 celsius, time 20 minute. The product is OCC(=O)[C@@H](O)[C@H](O)[C@H](O)CO (fructose). The yield is 4.0%. RXN SMILES: O.[O:2]=[CH:3][C@@H:4]([C@H:6]([C@@H:8]([C@@H:10]([CH2:12][OH:13])[OH:11])[OH:9])[OH:7])[OH:5]>[Cl-].[Na+]>[OH:2][CH2:3][C:4]([C@H:6]([C@@H:8]([C@@H:10]([CH2:12][OH:13])[OH:11])[OH:9])[OH:7])=[O:5] |f:2.3|. Procedure details: A water-insoluble tannin preparation [i.e. chinese gallotannin covalently bound to cellulose through the linkage --CH2CH(OH)CH2NH--(CH2)6 --NHCH2CH(OH)CH2 --] is prepared in the same manner as described in Example 1-(2). 25 mg of glucose isomerase (total activity: 690 units) dissolved in 20 ml of an aqueous 0.1 M sodium chloride solution are added to 500 mg (wet form) of the water-insoluble tannin preparation, and the mixture is stirred at 25° C for 20 minutes. Then, the precipitates are collect... Starting materials: COC(=O)Cc1ccc2c(c1)CCN2C(C)=O, CO, Cl, O. RXN SMILES: [C:1](=[O:2])([CH3:3])[N:4]1[CH2:5][CH2:6][c:7]2[cH:8][c:9]([CH2:13][C:14](=[O:15])[O:16][CH3:17])[cH:10][cH:11][c:12]21.[CH3:19][OH:20].[ClH:18].[OH2:21]>>[NH:4]1[CH2:5][CH2:6][c:7]2[cH:8][c:9]([CH2:13][C:14](=[O:15])[O:16][CH3:17])[cH:10][cH:11][c:12]21. The product is COC(=O)Cc1ccc2c(c1)CCN2. The reactants are C(C)(=O)NC=1SC=C(N1)C (2-acetamido-4-methylthiazole), C([O-])([O-])=O.[Cs+].[Cs+] (cesium carbonate), tri-tert-butylphosphinium tetrafluoroborate, BrC1=CC(=NC=C1)C1(CC1)C (4-bromo-2-(1-methyl-cyclopropyl)-pyridine). The reagents and catalysts are C(C)(=O)[O-].[Pd+2].C(C)(=O)[O-] (palladium (II) acetate). Run in CN(C)C=O (DMF). Conditions: temperature 100 celsius, time 3.5 hour. Yields the product CC=1N=C(SC1C1=CC(=NC=C1)C1(CC1)C)NC(C)=O (N-{4-Methyl-5-[2-(1-methyl-cyclopropyl)-pyridin-4-yl]-thiazol-2-yl}-acetamide). The yield is 83.9%. Reaction SMILES: [C:1]([NH:4][C:5]1[S:6][CH:7]=[C:8]([CH3:10])[N:9]=1)(=[O:3])[CH3:2].C(=O)([O-])[O-].[Cs+].[Cs+].Br[C:18]1[CH:23]=[CH:22][N:21]=[C:20]([C:24]2([CH3:27])[CH2:26][CH2:25]2)[CH:19]=1>CN(C=O)C.C([O-])(=O)C.[Pd+2].C([O-])(=O)C>[CH3:10][C:8]1[N:9]=[C:5]([NH:4][C:1](=[O:3])[CH3:2])[S:6][C:7]=1[C:18]1[CH:23]=[CH:22][N:21]=[C:20]([C:24]2([CH3:27])[CH2:26][CH2:25]2)[CH:19]=1 |f:1.2.3,6.7.8|. Procedure: A mixture of 2-acetamido-4-methylthiazole (405 mg, 2.6 mmol, 1.1 eq), cesium carbonate (1.54 g, 4.72 mmol, 2 eq), tri-tert-butylphosphinium tetrafluoroborate (137 mg, 0.47 mmol, 0.2 eq), palladium (II) acetate (51 mg, 0.24 mmol, 0.1 eq) and 4-bromo-2-(1-methyl-cyclopropyl)-pyridine (Step 40.4) (500 mg, 2.36 mmol) in DMF (10 mL) is stirred for 3.5 h at 100° C. under an argon atmosphere, allowed to cool, quenched by addition of a saturated solution of NaHCO3 and filtered through a pad of celite. T... Reactants: ClC1=NC=CC(=C1)OC=1C=CC(=NC1C)NC(=O)N1C(N(CC1)C1CCOCC1)=O (N-(5-((2-chloropyridin-4-yl)oxy)-6-methylpyridin-2-yl)-2-oxo-3-(tetrahydro-2H-pyran-4-yl)imidazolidine-1-carboxamide), C(C)(=O)N (acetamide), C(=O)([O-])[O-].[Cs+].[Cs+] (Cs2CO3), CC(C)C1=CC(=C(C(=C1)C(C)C)C2=C(C=CC=C2)P(C3CCCCC3)C4CCCCC4)C(C)C (X-Phos). The reagents and catalysts are C=1C=CC(=CC1)/C=C/C(=O)/C=C/C2=CC=CC=C2.C=1C=CC(=CC1)/C=C/C(=O)/C=C/C2=CC=CC=C2.C=1C=CC(=CC1)/C=C/C(=O)/C=C/C2=CC=CC=C2.[Pd].[Pd] (Pd2(dba)3). The solvent is O1CCOCC1 (dioxane), CC#N.O (MeCN water), CCOC(=O)C (EtOAc). Run at temperature 80 celsius, time 16 hour. Yields the product C(C)(=O)NC1=NC=CC(=C1)OC=1C=CC(=NC1C)NC(=O)N1C(N(CC1)C1CCOCC1)=O (N-(5-((2-acetamidopyridin-4-yl)oxy)-6-methylpyridin-2-yl)-2-oxo-3-(tetrahydro-2H-pyran-4-yl)imidazolidine-1-carboxamide). Yield: 65.7%. RXN SMILES: Cl[C:2]1[CH:7]=[C:6]([O:8][C:9]2[CH:10]=[CH:11][C:12]([NH:16][C:17]([N:19]3[CH2:23][CH2:22][N:21]([CH:24]4[CH2:29][CH2:28][O:27][CH2:26][CH2:25]4)[C:20]3=[O:30])=[O:18])=[N:13][C:14]=2[CH3:15])[CH:5]=[CH:4][N:3]=1.[C:31]([NH2:34])(=[O:33])[CH3:32].C([O-])([O-])=O.[Cs+].[Cs+].CC(C1C=C(C(C)C)C(C2C=CC=CC=2P(C2CCCCC2)C2CCCCC2)=C(C(C)C)C=1)C>O1CCOCC1.CCOC(C)=O.CC#N.O.C1C=CC(/C=C/C(/C=C/C2C=CC=CC=2)=O)=CC=1.C1C=CC(/C=C/C(/C=C/C2C=CC=CC=2)=O)=CC=1.C1C=CC(/C=C/C(/C=C/C2C=CC=CC=2)=O)=CC=1.[Pd].[Pd]>[C:31]([NH:34][C:2]1[CH:7]=[C:6]([O:8][C:9]2[CH:10]=[CH:11][C:12]([NH:16][C:17]([N:19]3[CH2:23][CH2:22][N:21]([CH:24]4[CH2:25][CH2:26][O:27][CH2:28][CH2:29]4)[C:20]3=[O:30])=[O:18])=[N:13][C:14]=2[CH3:15])[CH:5]=[CH:4][N:3]=1)(=[O:33])[CH3:32] |f:2.3.4,8.9,10.11.12.13.14|. Reported procedure: To a degassed solution of Example C3 (0.12 g, 0.278 mmol) in dioxane (3 mL) was added acetamide (0.066 g, 1.111 mmol), Cs2CO3 (0.091 g, 0.278 mmol), X-Phos (0.013 g, 0.028 mmol), Pd2(dba)3 (0.025 g, 0.028 mmol) and the mixture was stirred at 80° C. for 16 h. The mixture was diluted with EtOAc (5 mL) and filtered through a pad of diatomaceous earth. The filter pad was washed with EtOAc (3×8 mL). The combined filtrates were washed with water and brine, dried (Na2SO4) and concentrated in vacuo. The... Reactants: C(C=C)OC=1C=C(OC2=CC=C(C=O)C=C2)C=CC1 (4-[3-(allyloxy)phenoxy]benzaldehyde), CC1=C(N)C=CC=C1[N+](=O)[O-] (2-methyl-3-nitroaniline). The product is C(C=C)OC=1C=C(OC2=CC=C(CNC3=C(C(=CC=C3)[N+](=O)[O-])C)C=C2)C=CC1 (N-{4-[3-(allyloxy)phenoxy]benzyl}-N-(2-methyl-3-nitrophenyl)amine). Yield: 82.0%. As a reaction SMILES: [CH2:1]([O:4][C:5]1[CH:6]=[C:7]([CH:17]=[CH:18][CH:19]=1)[O:8][C:9]1[CH:16]=[CH:15][C:12]([CH:13]=O)=[CH:11][CH:10]=1)[CH:2]=[CH2:3].[CH3:20][C:21]1[C:27]([N+:28]([O-:30])=[O:29])=[CH:26][CH:25]=[CH:24][C:22]=1[NH2:23]>>[CH2:1]([O:4][C:5]1[CH:6]=[C:7]([CH:17]=[CH:18][CH:19]=1)[O:8][C:9]1[CH:16]=[CH:15][C:12]([CH2:13][NH:23][C:22]2[CH:24]=[CH:25][CH:26]=[C:27]([N+:28]([O-:30])=[O:29])[C:21]=2[CH3:20])=[CH:11][CH:10]=1)[CH:2]=[CH2:3]. Procedure: The product from Example 61C and 2-methyl-3-nitroaniline were processed as described in Example 6A to provide the title compound (7.20 g, 82%). Reaction conditions: time 2 hour. RXN SMILES: [C:1]1([CH2:7][CH2:8][CH2:9][CH:10]([NH:20][C:21](=[O:46])[C@H:22]([CH2:39][C:40]2[CH:41]=[N:42][CH:43]=[CH:44][CH:45]=2)[NH:23][C:24]([CH:26]2[CH2:31][CH2:30][N:29](C(OC(C)(C)C)=O)[CH2:28][CH2:27]2)=[O:25])[CH2:11][CH2:12][CH2:13][C:14]2[CH:19]=[CH:18][CH:17]=[CH:16][CH:15]=2)[CH:6]=[CH:5][CH:4]=[CH:3][CH:2]=1.FC(F)(F)C(O)=O>C(Cl)Cl>[C:14]1([CH2:13][CH2:12][CH2:11][CH:10]([NH:20][C:21](=[O:46])[C@H:22]([CH2:39][C:40]2[CH:41]=[N:42][CH:43]=[CH:44][CH:45]=2)[NH:23][C:24]([CH:26]2[CH2:31][CH2:30][NH:29][CH2:28][CH2:27]2)=[O:25])[CH2:9][CH2:8][CH2:7][C:1]2[CH:6]=[CH:5][CH:4]=[CH:3][CH:2]=2)[CH:15]=[CH:16][CH:17]=[CH:18][CH:19]=1. Yields the product C1(=CC=CC=C1)CCCC(CCCC1=CC=CC=C1)NC([C@@H](NC(=O)C1CCNCC1)CC=1C=NC=CC1)=O (N-(piperidine-4-carbonyl)-3-(3-pyridyl)-alanine [4-phenyl-1-(3-phenyl-propyl)-butyl]-amide). Isolated yield 89.9%. Procedure details: N-(N-tert-Butoxycarbonyl-piperidine-4-carbonyl)- 3-(3-pyridyl)-alanine [4-phenyl-1-(3-phenyl-propyl)-butyl]-amide (86) (1.30 g; 2.07 mmol) is dissolved in methylene chloride (40 mL) at ambient temperature. Trifluoroacetic acid (20 mL) is added in a slow stream, and the solution is stirred for 2 hours at ambient temperature. The solution is concentrated in vacuo at 40° C. The residue is dissolved in methylene chloride (200 mL) and poured onto saturated sodium bicarbonate solution. The pH is adjus... Solvent: C(Cl)Cl (methylene chloride). Reactants: C1(=CC=CC=C1)CCCC(CCCC1=CC=CC=C1)NC([C@@H](NC(=O)C1CCN(CC1)C(=O)OC(C)(C)C)CC=1C=NC=CC1)=O (N-(N-tert-butoxycarbonyl-piperidine-4-carbonyl)-3-(3-pyridyl)-alanine [4-phenyl-1-(3-phenyl-propyl)-butyl]-amide), FC(C(=O)O)(F)F (Trifluoroacetic acid).